Dataset: the Open Reaction Database (ORD), a public repository of structured organic reaction records. Task: describe an organic reaction: reactants, conditions, products, and yield Reactants: BrC1=C(C=C(C(=N1)C=1OC(=NN1)C(C(F)(F)F)(C)O[Si](C(C)C)(C(C)C)C(C)C)N)C(F)(F)F (6-Bromo-2-(5-(1,1,1-trifluoro-2-(triisopropylsilyloxy)propan-2-yl)-1,3,4-oxadiazol-2-yl)-5-(trifluoromethyl)pyridin-3-amine), NC=1C(=NC(=C(C1)C(F)(F)F)Br)C(=O)NN (3-amino-6-bromo-5-(trifluoromethyl)picolinohydrazide), NC=1C(=NC=C(C1)C(F)(F)F)C(=O)NN (3-amino-5-(trifluoromethyl)picolinohydrazide). Yields the product FC(C(C)(O[Si](C(C)C)(C(C)C)C(C)C)C1=NN=C(O1)C1=NC=C(C=C1N)C(F)(F)F)(F)F (2-(5-(1,1,1-Trifluoro-2-(triisopropylsilyloxy)propan-2-yl)-1,3,4-oxadiazol-2-yl)-5-(trifluoromethyl)pyridin-3-amine). RXN SMILES: Br[C:2]1[N:7]=[C:6]([C:8]2[O:9][C:10]([C:13]([O:19][Si:20]([CH:27]([CH3:29])[CH3:28])([CH:24]([CH3:26])[CH3:25])[CH:21]([CH3:23])[CH3:22])([CH3:18])[C:14]([F:17])([F:16])[F:15])=[N:11][N:12]=2)[C:5]([NH2:30])=[CH:4][C:3]=1[C:31]([F:34])([F:33])[F:32].NC1C(C(NN)=O)=NC(Br)=C(C(F)(F)F)C=1.NC1C(C(NN)=O)=NC=C(C(F)(F)F)C=1>>[F:17][C:14]([F:15])([F:16])[C:13]([C:10]1[O:9][C:8]([C:6]2[C:5]([NH2:30])=[CH:4][C:3]([C:31]([F:32])([F:33])[F:34])=[CH:2][N:7]=2)=[N:12][N:11]=1)([O:19][Si:20]([CH:21]([CH3:22])[CH3:23])([CH:24]([CH3:26])[CH3:25])[CH:27]([CH3:28])[CH3:29])[CH3:18]. Reported procedure: The title compound was prepared analogously to 6-bromo-2-(5-(1,1,1-trifluoro-2-(triisopropylsilyloxy)propan-2-yl)-1,3,4-oxadiazol-2-yl)-5-(trifluoromethyl)pyridin-3-amine (Example 10, step 3) by replacing 3-amino-6-bromo-5-(trifluoromethyl)picolinohydrazide (Intermediate H) (step 1) with 3-amino-5-(trifluoromethyl)picolinohydrazide (Int. I); LCMS: Rt=1.66 min; [M+H]+ 499.3 Method 2minLC_v003. The reactants are CCCCSCCCCCCCCCCCC1Cc2cc(O)ccc2C2CCC3(C)C(O)CCC3C12, CO, [O-][I+3]([O-])([O-])[O-], [Na+], O. Product: CCCCS(=O)CCCCCCCCCCCC1Cc2cc(O)ccc2C2CCC3(C)C(O)CCC3C12. Reaction SMILES: [CH2:7]([CH2:8][CH2:9][CH3:10])[S:11][CH2:12][CH2:13][CH2:14][CH2:15][CH2:16][CH2:17][CH2:18][CH2:19][CH2:20][CH2:21][CH2:22][CH:23]1[CH:24]2[CH:25]3[CH2:26][CH2:27][CH:28]([OH:42])[C:29]3([CH3:30])[CH2:31][CH2:32][CH:33]2[c:34]2[cH:35][cH:36][c:37]([OH:41])[cH:38][c:39]2[CH2:40]1.[CH3:44][OH:45].[I+3:1]([O-:2])([O-:3])([O-:4])[O-:5].[Na+:6].[OH2:43]>>[O:2]=[S:11]([CH2:7][CH2:8][CH2:9][CH3:10])[CH2:12][CH2:13][CH2:14][CH2:15][CH2:16][CH2:17][CH2:18][CH2:19][CH2:20][CH2:21][CH2:22][CH:23]1[CH:24]2[CH:25]3[CH2:26][CH2:27][CH:28]([OH:42])[C:29]3([CH3:30])[CH2:31][CH2:32][CH:33]2[c:34]2[cH:35][cH:36][c:37]([OH:41])[cH:38][c:39]2[CH2:40]1.